This data is from the Open Reaction Database (ORD), a public repository of structured organic reaction records. The task is: describe an organic reaction: reactants, conditions, products, and yield Starting materials: C(C)(C)(C)OC(=O)N[C@H](C(=O)O)C(C)(C)C ((2S)-2-tert-butoxycarbonylamino-3,3-dimethylbutanoic acid), C(CCl)Cl (EDC), C=1C=CC2=C(C1)N=NN2O (HOBT), N1=C(C=CC=C1)CN (2-pyridylmethylamine). Run in ClCCl (dichloromethane), ClCCl (dichloromethane). Run at temperature 25 celsius, time 18 hour. Yields the product N1=C(C=CC=C1)CNC([C@H](C(C)(C)C)NC(=O)OC(C)(C)C)=O ((2S)-2-tert-butoxycarbonylamino-3,3-dimethylbutanoic acid 2-pyridylmethylamide). The yield is 99.6%. As a reaction SMILES: [C:1]([O:5][C:6]([NH:8][C@@H:9]([C:13]([CH3:16])([CH3:15])[CH3:14])[C:10]([OH:12])=O)=[O:7])([CH3:4])([CH3:3])[CH3:2].C(Cl)CCl.[CH:21]1[CH:22]=[CH:23][C:24]2[N:29](O)N=[N:27][C:25]=2[CH:26]=1.N1C=CC=CC=1CN>ClCCl>[N:27]1[CH:23]=[CH:22][CH:21]=[CH:26][C:25]=1[CH2:24][NH:29][C:10](=[O:12])[C@@H:9]([NH:8][C:6]([O:5][C:1]([CH3:2])([CH3:3])[CH3:4])=[O:7])[C:13]([CH3:16])([CH3:15])[CH3:14]. Procedure details: To a solution of (2S)-2-tert-butoxycarbonylamino-3,3-dimethylbutanoic acid (11.6 g, 50 mmol) in dichloromethane (100 mL) is added EDC (14.4 g, 75 mmol), HOBT (7.65 g, 50 mmol), and 2-pyridylmethylamine (6.48 g, 60 mmol). The resulting solution is stirred at 25° C. for 18 h, then diluted with dichloromethane (200 mL) and washed with 2 M hydrochloric acid and 2 M sodium hydroxide. The organic layer is dried over anhydrous magnesium sulfate and concentrated in vacuo to provide (2S)-2-tert-butoxycar... Reactants: C(C)N1C(=C(C2=CC=C(C=C12)OC)C(=O)O)C (1-ethyl-6-methoxy-2-methyl-1H-indole-3-carboxylic acid), C(C(=O)Cl)(=O)Cl (oxalyl chloride), CN (methylamine). Product: CNC(=O)C1=C(N(C2=CC(=CC=C12)OC)CC)C (1-Ethyl-6-methoxy-2-methyl-1H-indole-3-carboxylic acid methylamide). The yield is 95.0%. As a reaction SMILES: [CH2:1]([N:3]1[C:11]2[C:6](=[CH:7][CH:8]=[C:9]([O:12][CH3:13])[CH:10]=2)[C:5]([C:14](O)=[O:15])=[C:4]1[CH3:17])[CH3:2].C(Cl)(=O)C(Cl)=O.[CH3:24][NH2:25]>>[CH3:24][NH:25][C:14]([C:5]1[C:6]2[C:11](=[CH:10][C:9]([O:12][CH3:13])=[CH:8][CH:7]=2)[N:3]([CH2:1][CH3:2])[C:4]=1[CH3:17])=[O:15]. Procedure details: This material was prepared from the reaction of 1-ethyl-6-methoxy-2-methyl-1H-indole-3-carboxylic acid 71c (350 mg, 1.5 mmole), oxalyl chloride (1.1 ml, 2.0M solution) and methylamine (1.5 ml, 2.0M solution) in a manner as previously described for example 16d to give 350 mg product as beige solid (95% yield). 1H NMR (300 MHz, CDCl3) δ7.56 (1H, d, J=8.7 Hz), 6.84 (1H, dd, J=2.3, 8.7 Hz), 6.80 (1H, d, J=2.3 Hz), 5.84 (1H, bs), 4.10 (2H, q, J=7.2 Hz), 3.87 (3H, s), 3.03 (3H, d, J=4.9 Hz), 2.70 (3H,... The reactants are CC(C)C[AlH]CC(C)C, CO, Cc1ccccc1, [Cl-], [Na+], COC(=O)c1cc2c(s1)CCN(C(=O)OC(C)(C)C)C2. Product: CC(C)(C)OC(=O)N1CCc2sc(CO)cc2C1. RXN SMILES: [CH3:1][CH:2]([CH2:3][AlH:4][CH2:5][CH:6]([CH3:7])[CH3:8])[CH3:9].[CH3:30][OH:31].[CH3:34][c:35]1[cH:36][cH:37][cH:38][cH:39][cH:40]1.[Cl-:33].[Na+:32].[s:10]1[c:11]([C:26](=[O:27])[O:28][CH3:29])[cH:12][c:13]2[c:18]1[CH2:17][CH2:16][N:15]([C:19](=[O:20])[O:21][C:22]([CH3:23])([CH3:24])[CH3:25])[CH2:14]2>>[s:10]1[c:11]([CH2:26][OH:27])[cH:12][c:13]2[c:18]1[CH2:17][CH2:16][N:15]([C:19](=[O:20])[O:21][C:22]([CH3:23])([CH3:24])[CH3:25])[CH2:14]2. Reactants: C(#N)C=1C=CC2=C(CCC=3C(=NC=CC3)C2=C2CCN(CC2)C(=O)OCC(Cl)(Cl)Cl)C1 (8-cyano-11-[1-(2,2,2-trichloroethoxycarbonyl)-4-piperidylidene]-6,11-dihydro-5H-benzo[5,6]cyclohepta[1,2-b]pyridine), [OH-].[Na+] (sodium hydroxide). Reagents/catalysts: [Zn] (zinc). The solvent is C(C)(=O)O (Acetic acid). Conditions: time 2.5 hour. Yields the product C(#N)C=1C=CC2=C(CCC=3C(=NC=CC3)C2=C2CCNCC2)C1 (8-cyano-11-(4-piperidylidene)-6,11-dihydro-5H-benzo[5.6]cyclohepta[1,2-b]pyridine). The yield is 64.9%. Reaction SMILES: [C:1]([C:3]1[CH:4]=[CH:5][C:6]2[C:16](=[C:17]3[CH2:22][CH2:21][N:20](C(OCC(Cl)(Cl)Cl)=O)[CH2:19][CH2:18]3)[C:11]3=[N:12][CH:13]=[CH:14][CH:15]=[C:10]3[CH2:9][CH2:8][C:7]=2[CH:31]=1)#[N:2].[OH-].[Na+]>[Zn].C(O)(=O)C>[C:1]([C:3]1[CH:4]=[CH:5][C:6]2[C:16](=[C:17]3[CH2:22][CH2:21][NH:20][CH2:19][CH2:18]3)[C:11]3=[N:12][CH:13]=[CH:14][CH:15]=[C:10]3[CH2:9][CH2:8][C:7]=2[CH:31]=1)#[N:2] |f:1.2|. Reported procedure: Acetic acid (25 ml) was added to 1 g of 8-cyano-11-[1-(2,2,2-trichloroethoxycarbonyl)-4-piperidylidene]-6,11-dihydro-5H-benzo[5,6]cyclohepta[1,2-b]pyridine to dissolve the latter, followed by the addition of 2.75 g of zinc powder. The resulting mixture was heated under stirring for 2.5 hours over an oil bath of 70°-80° C. After the reaction, the reaction mixture was basified with a sodium hydroxide solution and then extracted with chloroform. The extract was dried over anhydrous Na2SO4 and then ... Starting materials: [Li+].CC(C)[N-]C(C)C (LDA), C(C)(C)NC(C)C (diisopropylamine), CON(C(C1=CC=C(C=C1)OC1=NC=CN=C1C1CCSCC1)=O)C (N-methoxy-N-methyl-4-(3-(tetrahydro-2H-thiopyran-4-yl)pyrazin-2-yloxy)benzamide), N1C=NC2=C1C=CC=C2 (1H-benzo[d]imidazole), C(C)(C)OC(OC(C)C)OC(C)C (triisopropoxymethane), C1(=CC=CC=C1)S(=O)(=O)O (benzenesulfonic acid). The solvent is C1CCOC1 (THF), C1(=CC=CC=C1)C (toluene). Conditions: temperature 0 celsius, time 8 hour. The product is N1C(=NC2=C1C=CC=C2)C(=O)C2=CC=C(C=C2)OC2=NC=CN=C2C2CCSCC2 (1H-BENZO[D]IMIDAZOLE-2-YL(4-(3-(TETRAHYDRO-2H-THIOPYRAN-4-YL)PYRAZIN-2-YLOXY)PHENYL)METHANONE). As a reaction SMILES: [NH:1]1[C:5]2[CH:6]=[CH:7][CH:8]=[CH:9][C:4]=2[N:3]=[CH:2]1.C(OC(OC(C)C)OC(C)C)(C)C.C1(S(O)(=O)=O)C=CC=CC=1.C(NC(C)C)(C)C.CON(C)[C:43](=[O:63])[C:44]1[CH:49]=[CH:48][C:47]([O:50][C:51]2[C:56]([CH:57]3[CH2:62][CH2:61][S:60][CH2:59][CH2:58]3)=[N:55][CH:54]=[CH:53][N:52]=2)=[CH:46][CH:45]=1.[Li+].CC([N-]C(C)C)C>C1(C)C=CC=CC=1.C1COCC1>[NH:1]1[C:5]2[CH:6]=[CH:7][CH:8]=[CH:9][C:4]=2[N:3]=[C:2]1[C:43]([C:44]1[CH:49]=[CH:48][C:47]([O:50][C:51]2[C:56]([CH:57]3[CH2:62][CH2:61][S:60][CH2:59][CH2:58]3)=[N:55][CH:54]=[CH:53][N:52]=2)=[CH:46][CH:45]=1)=[O:63] |f:5.6|. Procedure: A mixture of 1H-benzo[d]imidazole (0.039 g, 0.334 mmol), triisopropoxymethane (0.529 g, 2.78 mmol), benzenesulfonic acid (2.200 mg, 0.014 mmol) in toluene (5 mL) was heated at reflux for 3 h. The mixture was cooled, neutralized with diisopropylamine (0.1 ml), concentrated to dryness and diluted with 1 ml THF. The above solution was added to a stirred mixture of N-methoxy-N-methyl-4-(3-(tetrahydro-2H-thiopyran-4-yl)pyrazin-2-yloxy)benzamide (0.100 g, 0.278 mmol) in THF (3 mL). The resulting mixtu... Reactants: C(C)OC(C)OCCC#CC(=O)OCC1=CC=CC=C1 (benzyl 5-(1-ethoxyethoxy)-2-pentynoate), Cl (hydrochloric acid). Solvent: O (water), C(C)(=O)OCC (ethyl acetate), CC(=O)C (acetone). Conditions: time 6 hour. The product is OCCC#CC(=O)OCC1=CC=CC=C1 (benzyl 5-hydroxy-2-pentynoate). Isolated yield 99.9%. RXN SMILES: C(OC([O:6][CH2:7][CH2:8][C:9]#[C:10][C:11]([O:13][CH2:14][C:15]1[CH:20]=[CH:19][CH:18]=[CH:17][CH:16]=1)=[O:12])C)C.Cl>CC(C)=O.O.C(OCC)(=O)C>[OH:6][CH2:7][CH2:8][C:9]#[C:10][C:11]([O:13][CH2:14][C:15]1[CH:20]=[CH:19][CH:18]=[CH:17][CH:16]=1)=[O:12]. Reported procedure: A solution of the product from Example 31B (122.1 g, 0.442 mole) in acetone (400 mL) was treated at ambient temperature with an aqueous hydrochloric acid solution (0.5 N, 200 mL). The reaction mixture was stirred for 6 hours and then diluted with water and ethyl acetate. The layers were separated, and the organic layer was dried over magnesium sulfate, filtered and concentrated to provide the title compound as a colorless oil (90.17 g, 100%). 1H NMR (300 MHz, CDCl3) δ 2.61 (t, 2H), 3.79 (t, 2H),... The reactants are C1(CCCCC1)N=C=O (cyclohexyl isocyanate), CC(CC(C)(OO)C)O (1,3-dimethyl-3-hydroperoxybutyl alcohol). The reagents and catalysts are C(C)N(CC)CC (triethylamine). The solvent is CCOCC (ether). Conditions: time 2 day. Yields the product C1(CCCCC1)NC(OC(CC(C)(OOC(NC1CCCCC1)=O)C)C)=O (1,3-Dimethyl-3-(N-cyclohexyl-carbamoylperoxy)butyl N-cyclohexylcarbamate). The yield is 39.0%. As a reaction SMILES: [CH:1]1([N:7]=[C:8]=[O:9])[CH2:6][CH2:5][CH2:4][CH2:3][CH2:2]1.[CH3:10][CH:11]([OH:18])[CH2:12][C:13]([CH3:17])([O:15][OH:16])[CH3:14]>C(N(CC)CC)C.CCOCC>[CH:1]1([NH:7][C:8](=[O:9])[O:18][CH:11]([CH3:10])[CH2:12][C:13]([CH3:17])([O:15][O:16][C:8](=[O:9])[NH:7][CH:1]2[CH2:6][CH2:5][CH2:4][CH2:3][CH2:2]2)[CH3:14])[CH2:6][CH2:5][CH2:4][CH2:3][CH2:2]1. Reported procedure: A mixture of 18.7 g. (0.15 mole) of cyclohexyl isocyanate, 6.7 g. (0.05 mole) of 1,3-dimethyl-3-hydroperoxybutyl alcohol and 3 drops of triethylamine was stirred for 5 days at ambient temperature. The reaction vessel was protected with a calcium chloride tube to keep out moisture. Within 2 days, a solid began to appear, and after the 5 day stirring period the reaction mixture was stripped in vacuo. The residue was slurried in 100 ml of ether and filtered. The filter cake was washed with an addit... The reactants are COC(C1=CC(=C(C=C1)\C=C\C1=C(C=C(C=C1Cl)N1CCOCC1)Cl)[N+](=O)[O-])=O (4-[(E)-2-(2,6-dichloro-4-morpholin-4-yl-phenyl)-vinyl]-3-nitrobenzoic acid methyl ester). Solvent: C(C)OP(OCC)OCC (triethylphosphite). Reaction conditions: temperature 160 celsius. The product is COC(=O)C1=CC=C2C=C(NC2=C1)C1=C(C=C(C=C1Cl)N1CCOCC1)Cl (2-(2,6-dichloro-4-morpholin-4-yl-phenyl)-1H-indole-6-carboxylic acid methyl ester). Reaction SMILES: [CH3:1][O:2][C:3](=[O:29])[C:4]1[CH:9]=[CH:8][C:7](/[CH:10]=[CH:11]/[C:12]2[C:17]([Cl:18])=[CH:16][C:15]([N:19]3[CH2:24][CH2:23][O:22][CH2:21][CH2:20]3)=[CH:14][C:13]=2[Cl:25])=[C:6]([N+:26]([O-])=O)[CH:5]=1>C(OP(OCC)OCC)C>[CH3:1][O:2][C:3]([C:4]1[CH:5]=[C:6]2[C:7]([CH:10]=[C:11]([C:12]3[C:17]([Cl:18])=[CH:16][C:15]([N:19]4[CH2:24][CH2:23][O:22][CH2:21][CH2:20]4)=[CH:14][C:13]=3[Cl:25])[NH:26]2)=[CH:8][CH:9]=1)=[O:29]. Procedure: A suspension of 4-[(E)-2-(2,6-dichloro-4-morpholin-4-yl-phenyl)-vinyl]-3-nitrobenzoic acid methyl ester (1.25 g, 2.86 mmol) in triethylphosphite (10 mL) was heated at 160° C. for 1 h. The mixture was concentrated under reduced pressure and the residue was triturated to afford 2-(2,6-dichloro-4-morpholin-4-yl-phenyl)-1H-indole-6-carboxylic acid methyl ester as a light yellow solid. 1H NMR (400 MHz, DMSO-d6) δ 11.72 (d, J=1.52 Hz, 1H), 8.02 (d, J=1.01 Hz, 1H), 7.64 (s, 2H), 7.15 (s, 2H), 6.53 (dd,... Starting materials: CCOC(=O)c1oc(-c2ccccc2)nc1-c1ccccc1, [Na+], C1COCCO1, [OH-]. Product: O=C(O)c1oc(-c2ccccc2)nc1-c1ccccc1. As a reaction SMILES: [CH2:1]([CH3:2])[O:3][C:4](=[O:5])[c:6]1[c:7](-[c:17]2[cH:18][cH:19][cH:20][cH:21][cH:22]2)[n:8][c:9](-[c:11]2[cH:12][cH:13][cH:14][cH:15][cH:16]2)[o:10]1.[Na+:24].[O:25]1[CH2:26][CH2:27][O:28][CH2:29][CH2:30]1.[OH-:23]>>[O:3]=[C:4]([OH:5])[c:6]1[c:7](-[c:17]2[cH:18][cH:19][cH:20][cH:21][cH:22]2)[n:8][c:9](-[c:11]2[cH:12][cH:13][cH:14][cH:15][cH:16]2)[o:10]1.